From a dataset of the Open Reaction Database (ORD), a public repository of structured organic reaction records. describe an organic reaction: reactants, conditions, products, and yield The reactants are Cl.CNOC (N,O-dimethylhydroxylamine hydrochloride), FC(C(C(=O)O)=C)(F)F (2-(trifluoromethyl)propenoic acid), C1(CCCCC1)N=C=NC1CCCCC1 (N,N′-dicyclohexylcarbodiimide), C(C)(C)N(C(C)C)CC (N,N-diisopropylethylamine). Run in C(Cl)Cl (CH2Cl2), C(Cl)Cl (CH2Cl2). Run at temperature 0 celsius, time 16 hour. The product is CON(C(C(=C)C(F)(F)F)=O)C (N-Methoxy-N-methyl-2-trifluoromethyl-acrylamide). Isolated yield 87.1%. RXN SMILES: Cl.[CH3:2][NH:3][O:4][CH3:5].C(N(CC)C(C)C)(C)C.[F:15][C:16]([F:23])([F:22])[C:17](=[CH2:21])[C:18](O)=[O:19].C1(N=C=NC2CCCCC2)CCCCC1>C(Cl)Cl>[CH3:5][O:4][N:3]([CH3:2])[C:18](=[O:19])[C:17]([C:16]([F:23])([F:22])[F:15])=[CH2:21] |f:0.1|. Reported procedure: 16.6 g (167 mmol) of N,O-dimethylhydroxylamine hydrochloride were suspended in 900 ml of CH2Cl2 and 29.1 ml (167 mmol) of N,N-diisopropylethylamine added dropwise at 0° C. The resulting solution was added dropwise to a solution of 20.0 g (143 mmol) of 2-(trifluoromethyl)propenoic acid in 500 ml of CH2Cl2 at −40° C. Afterwards, 34.5 g (167 mmol) of N,N′-dicyclohexylcarbodiimide were added and the mixture stirred at 0° C. for 16 h. The resulting suspension was then filtrated and the filtrate caref... The reactants are O.C1(=CC(O)=CC(C)=C1)O (Orcinol monohydrate), C(#N)C=1C=C(C=CC1)S(=O)(=O)Cl (3-cyanobenzenesulfonyl chloride). Solvent: C(=O)(O)[O-].[Na+] (NaHCO3), C(C)OCC (diethyl ether), O (water). Run at time 8 hour. Yields the product C(#N)C=1C=C(C=CC1)S(=O)(=O)OC=1C=C(C=C(C1)C)O (3-(3-Cyanophenylsulfonyloxy)-5-methylphenol). The yield is 83.0%. As a reaction SMILES: O.[C:2]1([OH:10])[CH:9]=[C:7]([CH3:8])[CH:6]=[C:4]([OH:5])[CH:3]=1.[C:11]([C:13]1[CH:14]=[C:15]([S:19](Cl)(=[O:21])=[O:20])[CH:16]=[CH:17][CH:18]=1)#[N:12]>C([O-])(O)=O.[Na+].C(OCC)C.O>[C:11]([C:13]1[CH:14]=[C:15]([S:19]([O:5][C:4]2[CH:3]=[C:2]([OH:10])[CH:9]=[C:7]([CH3:8])[CH:6]=2)(=[O:21])=[O:20])[CH:16]=[CH:17][CH:18]=1)#[N:12] |f:0.1,3.4|. Reported procedure: Orcinol monohydrate (1.42 g, 10.0 mmol) and 3-cyanobenzenesulfonyl chloride (2.02 g, 10.0 mmol) were mixed in saturated aqueous NaHCO3 (30 mL) and diethyl ether (30 mL). The biphasic mixture was stirred vigorously at ambient temperature overnight. The reaction mixture was diluted with water (50 mL) and extracted into ethyl acetate (3×50 mL). The organic phase was washed with brine (2×50 mL) and dried over Na2SO4. After removing the solvent in vacuo, the residue was purified by flash column chrom... Reactants: C(C)OC(=O)C=1C=NN(C1N)C1=C(C=CC(=C1)C(=O)O)C (5-amino-1-(5-carboxy-2-methyl-phenyl)-1H-pyrazole-4-carboxylic acid ethyl ester), CCN=C=NCCCN(C)C (EDCI), C=1C=CC2=C(C1)N=NN2O (HOBt), C(C)(C)N(CC)C(C)C (diisopropylethyl amine), C1(CC1)N (cyclopropylamine). Solvent: CCOC(=O)C (EtOAc), O (water), CN(C)C=O (DMF). Reaction conditions: time 8 hour. Product: C(C)OC(=O)C=1C=NN(C1N)C1=C(C=CC(=C1)C(NC1CC1)=O)C (5-Amino-1-(5-cyclopropylcarbamoyl-2-methyl-phenyl)-1H-pyrazole-4-carboxylic acid ethyl ester). Isolated yield 79.9%. Reaction SMILES: [CH2:1]([O:3][C:4]([C:6]1[CH:7]=[N:8][N:9]([C:12]2[CH:17]=[C:16]([C:18]([OH:20])=O)[CH:15]=[CH:14][C:13]=2[CH3:21])[C:10]=1[NH2:11])=[O:5])[CH3:2].CCN=C=N[CH2:27][CH2:28][CH2:29][N:30](C)C.C1C=CC2N(O)N=NC=2C=1.C(N(C(C)C)CC)(C)C.C1(N)CC1>CN(C=O)C.CCOC(C)=O.O>[CH2:1]([O:3][C:4]([C:6]1[CH:7]=[N:8][N:9]([C:12]2[CH:17]=[C:16]([C:18](=[O:20])[NH:30][CH:29]3[CH2:27][CH2:28]3)[CH:15]=[CH:14][C:13]=2[CH3:21])[C:10]=1[NH2:11])=[O:5])[CH3:2]. Procedure details: To a solution of 5-amino-1-(5-carboxy-2-methyl-phenyl)-1H-pyrazole-4-carboxylic acid ethyl ester (47 mg, 0.16 mmol, 1.0 eq), EDCI (62 mg, 0.32 mmol, 2.0 eq), HOBt (44 mg, 0.32 mmol, 2.0 eq), and diisopropylethyl amine (119 μL, 0.32 mmol, 2.0 eq) in DMF (5 mL) which had been stirred at RT for 15 min was added cyclopropylamine (23 μL, 0.32 mmol, 2.0 eq). After stirring overnight, the solution was diluted with EtOAc and water and the organic layer was washed with water and brine, dried (Na2SO4) and... Reactants: O.FC=1C=C(C(=O)O)C=CC1O (3-fluoro-4-hydroxybenzoic acid hydrate), CO (methanol), S(=O)(Cl)Cl (thionyl chloride). Product: FC=1C=C(C=CC1O)C(=O)OC (Methyl 3-fluoro-4-hydroxybenzenecarboxylate). RXN SMILES: O.[F:2][C:3]1[CH:4]=[C:5]([CH:9]=[CH:10][C:11]=1[OH:12])[C:6]([OH:8])=[O:7].S(Cl)(Cl)=O.[CH3:17]O>>[F:2][C:3]1[CH:4]=[C:5]([C:6]([O:8][CH3:17])=[O:7])[CH:9]=[CH:10][C:11]=1[OH:12] |f:0.1|. Procedure details: A commercial product, 3-fluoro-4-hydroxybenzoic acid hydrate (1.1 g) was dissolved in methanol (11 mL), and in an ice bath, thionyl chloride (0.77 mL) was added thereto, and heated under reflux for 2 hours. After the reaction, the reaction liquid was entirely concentrated to obtain the entitled compound (1.1 g). Reactants: CNc1nc2cc(N)ccc2s1, COCCOC, O=Cc1ccc(C(=O)O)cc1. Yields the product CNc1nc2cc(NCc3ccc(C(=O)O)cc3)ccc2s1. Reaction SMILES: [CH3:1][NH:2][c:3]1[s:4][c:5]2[c:6]([n:7]1)[cH:8][c:9]([NH2:12])[cH:10][cH:11]2.[CH3:24][O:25][CH2:26][CH2:27][O:28][CH3:29].[CH:13](=[O:14])[c:15]1[cH:16][cH:17][c:18]([C:19](=[O:20])[OH:21])[cH:22][cH:23]1>>[CH3:1][NH:2][c:3]1[s:4][c:5]2[c:6]([n:7]1)[cH:8][c:9]([NH:12][CH2:13][c:15]1[cH:16][cH:17][c:18]([C:19](=[O:20])[OH:21])[cH:22][cH:23]1)[cH:10][cH:11]2. Starting materials: C(=O)(O)[O-].[Na+] (NaHCO3), NC=1N=NN(N1)C (5-amino-2-methyl-2H-tetrazole), N1=CC=CC=C1 (pyridine), C1(=CC=CC=C1)C(C(=O)Cl)C1=CC=CC=C1 (diphenylacetyl chloride). The reagents and catalysts are CN(C)C=1C=CN=CC1 (DMAP). Run in ClCCl (dichloromethane). Reaction conditions: time 2 hour. Product: CN1N=C(N=N1)NC(C(C1=CC=CC=C1)C1=CC=CC=C1)=O (N-(2-Methyl-2H-tetrazol-5-yl)-2,2-diphenyl-acetamide). The yield is 56.0%. RXN SMILES: [NH2:1][C:2]1[N:3]=[N:4][N:5]([CH3:7])[N:6]=1.N1C=CC=CC=1.[C:14]1([CH:20]([C:24]2[CH:29]=[CH:28][CH:27]=[CH:26][CH:25]=2)[C:21](Cl)=[O:22])[CH:19]=[CH:18][CH:17]=[CH:16][CH:15]=1.C([O-])(O)=O.[Na+]>CN(C1C=CN=CC=1)C.ClCCl>[CH3:7][N:5]1[N:4]=[N:3][C:2]([NH:1][C:21](=[O:22])[CH:20]([C:14]2[CH:19]=[CH:18][CH:17]=[CH:16][CH:15]=2)[C:24]2[CH:29]=[CH:28][CH:27]=[CH:26][CH:25]=2)=[N:6]1 |f:3.4|. Procedure: To a stirred solution of 5-amino-2-methyl-2H-tetrazole (0.50 g, 5.05 mmol), pyridine (0.48 g, 6.06 mmol) and DMAP (0.06 g, 0.51 mmol) in dichloromethane (30 ml) was added at 0° C. diphenylacetyl chloride (1.16 g, 5.05 mmol). Stirring was continued at RT for 2 h, the reaction mixture was poured into sat. NaHCO3 solution (50 ml) and extracted with dichloromethane (3×50 ml). The combined organic layers were washed with brine (70 ml), dried (Na2SO4) and evaporated. The crude product was crystallized...